From a dataset of the Open Reaction Database (ORD), a public repository of structured organic reaction records. describe an organic reaction: reactants, conditions, products, and yield The reactants are O=C(c1ccccc1Cl)c1cc(Cl)ccc1-n1ccnc1CO, O=C1NC(=O)c2ccccc21, CCOC(=O)N=NC(=O)OCC, C1CCOC1, c1ccc(P(c2ccccc2)c2ccccc2)cc1. Yields the product O=C(c1ccccc1Cl)c1cc(Cl)ccc1-n1ccnc1CN1C(=O)c2ccccc2C1=O. RXN SMILES: [Cl:1][c:2]1[c:3]([C:8]([c:9]2[c:10](-[n:16]3[c:17]([CH2:21][OH:22])[n:18][cH:19][cH:20]3)[cH:11][cH:12][c:13]([Cl:15])[cH:14]2)=[O:23])[cH:4][cH:5][cH:6][cH:7]1.[O:24]=[C:25]1[NH:26][C:27](=[O:28])[c:29]2[cH:30][cH:31][cH:32][cH:33][c:34]21.[O:54]=[C:55]([O:56][CH2:57][CH3:58])[N:59]=[N:60][C:61]([O:62][CH2:63][CH3:64])=[O:65].[O:66]1[CH2:67][CH2:68][CH2:69][CH2:70]1.[c:35]1([P:36]([c:37]2[cH:38][cH:39][cH:40][cH:41][cH:42]2)[c:43]2[cH:44][cH:45][cH:46][cH:47][cH:48]2)[cH:49][cH:50][cH:51][cH:52][cH:53]1>>[Cl:1][c:2]1[c:3]([C:8]([c:9]2[c:10](-[n:16]3[c:17]([CH2:21][N:26]4[C:25](=[O:24])[c:34]5[c:29]([cH:30][cH:31][cH:32][cH:33]5)[C:27]4=[O:28])[n:18][cH:19][cH:20]3)[cH:11][cH:12][c:13]([Cl:15])[cH:14]2)=[O:23])[cH:4][cH:5][cH:6][cH:7]1. Reactants: BrCC=1OC(OC1CBr)=O (4,5-Dibromomethyl-2-oxo-1,3-dioxolene), C(=O)[O-].[K+] (Potassium formate). Solvent: C(C)#N (acetonitrile). Conditions: temperature 25 celsius, time 5 hour. The product is BrCC=1OC(OC1COC=O)=O (4-Bromomethyl-5-formyloxymethyl-2-oxo-1,3-dioxolene). Isolated yield 65.0%. As a reaction SMILES: Br[CH2:2][C:3]1[O:4][C:5](=[O:10])[O:6][C:7]=1[CH2:8][Br:9].[CH:11]([O-:13])=[O:12].[K+]>C(#N)C>[Br:9][CH2:8][C:7]1[O:6][C:5](=[O:10])[O:4][C:3]=1[CH2:2][O:13][CH:11]=[O:12] |f:1.2|. Reported procedure: 4,5-Dibromomethyl-2-oxo-1,3-dioxolene (150 mg, 0.55 mmol) was dissolved in acetonitrile (4.0 mL). Potassium formate (46 mg, 0.55 mmol) was added thereto. This mixture was stirred at 25° C. for 5 hours. Through the ordinary post-treatment, crude Compound S-30 (85 mg, yield 65%) was obtained. Reactants: C=CC1(O)CCCCCCC1, c1ccccc1. Yields the product C=CC1=CCCCCCC1. Reaction SMILES: [CH:1](=[CH2:2])[C:3]1([OH:11])[CH2:4][CH2:5][CH2:6][CH2:7][CH2:8][CH2:9][CH2:10]1.[cH:12]1[cH:13][cH:14][cH:15][cH:16][cH:17]1>>[CH:1](=[CH2:2])[C:3]1=[CH:4][CH2:5][CH2:6][CH2:7][CH2:8][CH2:9][CH2:10]1. Starting materials: C1COCCO1, COC(=O)c1cn(-c2cccc([N+](=O)[O-])c2)[nH]c1=O, [Na+], [OH-], O. Yields the product O=C(O)c1cn(-c2cccc([N+](=O)[O-])c2)[nH]c1=O. As a reaction SMILES: [CH2:23]1[O:24][CH2:25][CH2:26][O:27][CH2:28]1.[CH3:1][O:2][C:3](=[O:4])[c:5]1[c:6](=[O:19])[nH:7][n:8](-[c:10]2[cH:11][c:12]([N+:16](=[O:17])[O-:18])[cH:13][cH:14][cH:15]2)[cH:9]1.[Na+:22].[OH-:21].[OH2:20]>>[O:2]=[C:3]([OH:4])[c:5]1[c:6](=[O:19])[nH:7][n:8](-[c:10]2[cH:11][c:12]([N+:16](=[O:17])[O-:18])[cH:13][cH:14][cH:15]2)[cH:9]1.